This data is from the Open Reaction Database (ORD), a public repository of structured organic reaction records. The task is: describe an organic reaction: reactants, conditions, products, and yield Starting materials: FC1=CC=C(C=C1)[C@@H]1N([C@@H](CCC1)C=C)C(C(=O)OCC)=O (ethyl [(2R*,6S*)-2-(4-fluorophenyl)-6-vinylpiperidin-1-yl]oxoacetate). Run in CO (methanol). Reaction conditions: temperature -78 celsius. The product is FC1=CC=C(C=C1)[C@H]1CCC[C@H]2COC(C(N21)=O)O ((6R*,9aS*)-6-(4-fluorophenyl)-3-hydroxyhexahydropyrido[2,1-c][1,4]oxazin-4-one). Isolated yield 13.6%. Reaction SMILES: [F:1][C:2]1[CH:7]=[CH:6][C:5]([C@H:8]2[CH2:13][CH2:12][CH2:11][C@@H:10](C=C)[N:9]2[C:16](=[O:22])[C:17]([O:19][CH2:20]C)=[O:18])=[CH:4][CH:3]=1>CO>[F:1][C:2]1[CH:3]=[CH:4][C:5]([C@@H:8]2[N:9]3[C@H:10]([CH2:20][O:19][CH:17]([OH:18])[C:16]3=[O:22])[CH2:11][CH2:12][CH2:13]2)=[CH:6][CH:7]=1. Procedure details: A solution of ethyl [(2R*,6S*)-2-(4-fluorophenyl)-6-vinylpiperidin-1-yl]oxoacetate (220 mg) in methanol (5 mL) was cooled to −78° C., and ozone gas was bubbled through the reaction solution for 20 minutes. Sodium borohydride (164 mg) was added to the reaction solution while stirring at −78° C., and the reaction solution was stirred at that temperature for 30 minutes. Ethyl acetate and a saturated ammonium chloride solution were added to the reaction solution, and the organic layer was separated.... Starting materials: C(C)OC(NC1=C(C=C(C=C1OC)CC=1C(=NC(=NC1)N)N)OC)=O (4-[(2,4-diamino-5-pyrimidinyl)-methyl]-2,6-dimethoxy-carbanilic acid ethyl ester), [H-].[Na+] (sodium hydride), CI (methyl iodide). Solvent: CN(C=O)C (dimethylformamide). Reaction conditions: time 3 hour. Yields the product C(C)OC(N(C1=C(C=C(C=C1OC)CC=1C(=NC(=NC1)N)N)OC)C)=O (4-[(2,4-diamino-5-pyrimidinyl)-methyl]-2,6-dimethoxy-N-methyl-carbanilic acid ethyl ester). Reaction SMILES: [CH2:1]([O:3][C:4](=[O:25])[NH:5][C:6]1[C:11]([O:12][CH3:13])=[CH:10][C:9]([CH2:14][C:15]2[C:16]([NH2:22])=[N:17][C:18]([NH2:21])=[N:19][CH:20]=2)=[CH:8][C:7]=1[O:23][CH3:24])[CH3:2].[H-].[Na+].[CH3:28]I>CN(C)C=O>[CH2:1]([O:3][C:4](=[O:25])[N:5]([CH3:28])[C:6]1[C:11]([O:12][CH3:13])=[CH:10][C:9]([CH2:14][C:15]2[C:16]([NH2:22])=[N:17][C:18]([NH2:21])=[N:19][CH:20]=2)=[CH:8][C:7]=1[O:23][CH3:24])[CH3:2] |f:1.2|. Reported procedure: A mixture of 8.7 g. of 4-[(2,4-diamino-5-pyrimidinyl)-methyl]-2,6-dimethoxy-carbanilic acid ethyl ester and 1.44 g. of sodium hydride (50% dispersion in oil) in 75 ml. of absolute dimethylformamide was stirred at room temperature for 1 hour and then treated with 4.26 g. of methyl iodide. After stirring at room temperature for 3 hours, the dimethylformamide was removed at 60° C. under vacuum. The residue was dissolved in a mixture of 500 ml. of ethyl acetate and 150 ml. of water. After separation... Reactants: COC=1C=C(C=C(C1OC)OC)B(O)O (3,4,5-Trimethoxyphenylboronic acid), ClC1=CC=CC(=N1)C(=O)OCC (ethyl 6-chloropicolinate). The product is COC=1C=C(C=C(C1OC)OC)C1=CC=CC(=N1)C(=O)OCC (Ethyl 6-(3,4,5-trimethoxyphenyl)picolinate). Reaction SMILES: [CH3:1][O:2][C:3]1[CH:4]=[C:5](B(O)O)[CH:6]=[C:7]([O:11][CH3:12])[C:8]=1[O:9][CH3:10].Cl[C:17]1[N:22]=[C:21]([C:23]([O:25][CH2:26][CH3:27])=[O:24])[CH:20]=[CH:19][CH:18]=1>>[CH3:1][O:2][C:3]1[CH:4]=[C:5]([C:17]2[N:22]=[C:21]([C:23]([O:25][CH2:26][CH3:27])=[O:24])[CH:20]=[CH:19][CH:18]=2)[CH:6]=[C:7]([O:11][CH3:12])[C:8]=1[O:9][CH3:10]. Procedure details: 3,4,5-Trimethoxyphenylboronic acid (837 mg) and ethyl 6-chloropicolinate (733 mg) were reacted in the same manner as in Preparation Example 1 to obtain the title compound. The reactants are C1CCOC1, CN(CCN1CCCc2cc([N+](=O)[O-])ccc21)C(=O)Oc1ccccc1, CCO, [H][H]. The product is CN(CCN1CCCc2cc(N)ccc21)C(=O)Oc1ccccc1. RXN SMILES: [CH2:29]1[O:30][CH2:31][CH2:32][CH2:33]1.[CH3:1][N:2]([C:3]([O:4][c:5]1[cH:6][cH:7][cH:8][cH:9][cH:10]1)=[O:11])[CH2:12][CH2:13][N:14]1[CH2:15][CH2:16][CH2:17][c:18]2[cH:19][c:20]([N+:24]([O-:25])=[O:26])[cH:21][cH:22][c:23]21.[CH3:34][CH2:35][OH:36].[H:27][H:28]>>[CH3:1][N:2]([C:3]([O:4][c:5]1[cH:6][cH:7][cH:8][cH:9][cH:10]1)=[O:11])[CH2:12][CH2:13][N:14]1[CH2:15][CH2:16][CH2:17][c:18]2[cH:19][c:20]([NH2:24])[cH:21][cH:22][c:23]21. The reactants are C1CCOC1, COc1cc(N2CCN(C(=O)Cn3c(=O)oc4cc(OCCOC5CCCCO5)ccc43)CC2)ccc1Cl, O=C(O)C(F)(F)F. Yields the product COc1cc(N2CCN(C(=O)Cn3c(=O)oc4cc(OCCO)ccc43)CC2)ccc1Cl. As a reaction SMILES: [CH2:46]1[O:47][CH2:48][CH2:49][CH2:50]1.[Cl:1][c:2]1[c:3]([O:37][CH3:38])[cH:4][c:5]([N:8]2[CH2:9][CH2:10][N:11]([C:14]([CH2:15][n:16]3[c:17](=[O:35])[o:18][c:19]4[c:20]3[cH:21][cH:22][c:23]([O:25][CH2:26][CH2:27][O:28][CH:29]3[CH2:30][CH2:31][CH2:32][CH2:33][O:34]3)[cH:24]4)=[O:36])[CH2:12][CH2:13]2)[cH:6][cH:7]1.[F:39][C:40]([F:41])([F:42])[C:43]([OH:44])=[O:45]>>[Cl:1][c:2]1[c:3]([O:37][CH3:38])[cH:4][c:5]([N:8]2[CH2:9][CH2:10][N:11]([C:14]([CH2:15][n:16]3[c:17](=[O:35])[o:18][c:19]4[c:20]3[cH:21][cH:22][c:23]([O:25][CH2:26][CH2:27][OH:28])[cH:24]4)=[O:36])[CH2:12][CH2:13]2)[cH:6][cH:7]1. Reactants: Cl.C(C)N1CCC(CC1)N1C(C=2C(C1=O)=CC(=CC2)[N+](=O)[O-])=O (1-ethyl-4-(4-nitrophthalimido)piperidine hydrochloride), [H][H] (hydrogen), C(C)(=O)O.C(C)O (acetic acid ethanol). Reagents/catalysts: [Pd] (palladium on carbon). Run in C(C)(=O)O (acetic acid). Product: O.Cl.NC=1C=C2C(C(=O)N(C2=O)C2CCN(CC2)CC)=CC1 (4-(4-aminophthalimido)-1-ethylpiperidine hydrochloride hydrate). The yield is 144.0%. Reaction SMILES: [ClH:1].[CH2:2]([N:4]1[CH2:9][CH2:8][CH:7]([N:10]2[C:14](=[O:15])[C:13]3=[CH:16][C:17]([N+:20]([O-])=O)=[CH:18][CH:19]=[C:12]3[C:11]2=[O:23])[CH2:6][CH2:5]1)[CH3:3].[H][H].C(O)(=O)C.C(O)C>C(O)(=O)C.[Pd]>[OH2:15].[ClH:1].[NH2:20][C:17]1[CH:16]=[C:13]2[C:14](=[O:15])[N:10]([CH:7]3[CH2:8][CH2:9][N:4]([CH2:2][CH3:3])[CH2:5][CH2:6]3)[C:11](=[O:23])[C:12]2=[CH:19][CH:18]=1 |f:0.1,3.4,7.8.9|. Procedure: A solution of 1.7 grams (0.005 mole) of 1-ethyl-4-(4-nitrophthalimido)piperidine hydrochloride in 60 milliliters of glacial acetic acid was hydrogenated over 0.1 grams of 10% palladium on carbon catalyst at 50 p.s.i. After the theoretical uptake of hydrogen, a little acetic acid/ethanol mixture was added to dissolve precipitated solid; the catalyst was filtered off, the solvents evaporated and the residue trituated with ether to give a yellow solid. Recrystallisation from methanol gave 1.18 gram... Starting materials: S(=O)(=O)(Cl)Cl (Sulphuryl chloride), OC=1C=C(C(C(=O)O)O)C=CC1O (3,4-dihydroxymandelic acid), O (water). Run in C(C)(=O)O (acetic acid). Conditions: time 2 hour. Yields the product ClC1=C(C(C(=O)O)O)C=C(C(=C1)O)O (2-Chloro-4,5-dihydroxymandelic acid). RXN SMILES: S(Cl)([Cl:4])(=O)=O.[OH:6][C:7]1[CH:8]=[C:9]([CH:15]=[CH:16][C:17]=1[OH:18])[CH:10]([OH:14])[C:11]([OH:13])=[O:12].O>C(O)(=O)C>[Cl:4][C:15]1[CH:16]=[C:17]([OH:18])[C:7]([OH:6])=[CH:8][C:9]=1[CH:10]([OH:14])[C:11]([OH:13])=[O:12]. Procedure: Sulphuryl chloride (0.8 ml) was added to a solution of 3,4-dihydroxymandelic acid (1.84 g, 10 mmol) in warm acetic acid (20 ml). The mixture was stirred for two hours then poured into water and extracted with ethyl acetate (6×40 ml). The extracts were washed with saturated brine (50 ml), dried and evaporated to a crystalline mass (2.36 g) which was recrystallised from ethyl acetate-cyclohexane, 0.97 g, 44%, mp 177°, δ[(CD3)2SO] 5.15(1H, s, CH), 6.71 and 6.85(2H, 2×s, Ar), 8.4-9.8(3H, m, 2×OH, CO...